Dataset: the Open Reaction Database (ORD), a public repository of structured organic reaction records. Task: describe an organic reaction: reactants, conditions, products, and yield Reactants: CC=1C=C(SC1)C#N (4-methyl-thiophene-2-carbonitrile), BrBr (bromine). The solvent is C(C)(=O)O (acetic acid). Reaction conditions: time 1 hour. The product is BrC1=C(C=C(S1)C#N)C (5-bromo-4-methyl-thiophene-2-carbonitrile). Isolated yield 47.5%. Reaction SMILES: [CH3:1][C:2]1[CH:3]=[C:4]([C:7]#[N:8])[S:5][CH:6]=1.[Br:9]Br>C(O)(=O)C>[Br:9][C:6]1[S:5][C:4]([C:7]#[N:8])=[CH:3][C:2]=1[CH3:1]. Reported procedure: To a solution of 4-methyl-thiophene-2-carbonitrile (2.70 g, 21.9 mmol) in acetic acid (20 mL), bromine (5.25 g, 32.9 mmol) is added slowly. The mixture is stirred at rt for 1 h then at 40° C. for 3 h and again at rt for 16 h. The mixture is separated by prep. HPLC. The product containing fractions are carefully concentrated at 45° C. and 120 mbar before they are combined, and extracted with EA. The organic extract is dried over Na2SO4, filtered and carefully concentrated and dried to give 5-brom... Reactants: solution, [Li]CCCC (BuLi), CCCCCC (hexane), CO[C@@]1(CN2CCC1CC2)C#C ((3R)-3-ethynyl-1-azabicyclo[2.2.2]oct-3-yl methyl ether), C1(CCCCCC1)C(=O)C1=CC=CC=C1 (cycloheptyl(phenyl)methanone). Run in C1CCOC1 (THF), C1CCOC1 (THF). Conditions: temperature -5 celsius, time 10 minute. The product is C1(CCCCCC1)C(C#C[C@]1(CN2CCC1CC2)OC)(O)C2=CC=CC=C2 (1-cycloheptyl-3-[(3R)-3-methoxy-1-azabicyclo[2.2.2]oct-3-yl]-1-phenyl-2-propyn-1-ol). RXN SMILES: [Li]CCCC.CCCCCC.[CH3:12][O:13][C@@:14]1([C:22]#[CH:23])[CH:19]2[CH2:20][CH2:21][N:16]([CH2:17][CH2:18]2)[CH2:15]1.[CH:24]1([C:31]([C:33]2[CH:38]=[CH:37][CH:36]=[CH:35][CH:34]=2)=[O:32])[CH2:30][CH2:29][CH2:28][CH2:27][CH2:26][CH2:25]1>C1COCC1>[CH:24]1([C:31]([C:33]2[CH:34]=[CH:35][CH:36]=[CH:37][CH:38]=2)([OH:32])[C:23]#[C:22][C@:14]2([O:13][CH3:12])[CH:19]3[CH2:20][CH2:21][N:16]([CH2:17][CH2:18]3)[CH2:15]2)[CH2:25][CH2:26][CH2:27][CH2:28][CH2:29][CH2:30]1. Reported procedure: A 1.6 N solution of BuLi in hexane (41.7 ml, 66.7 mmol) was added dropwise to a solution of (3R)-3-ethynyl-1-azabicyclo[2.2.2]oct-3-yl methyl ether 53 (11 g, 66.7 mmol) in THF (100 ml) cooled at −5° C. After stirring for 10 minutes, the medium was cooled at −15° C., and a solution of cycloheptyl(phenyl)methanone 44 (14.2 g, 70.2 mmol) in THF (50 ml) was slowly added. The cooling bath was removed and the reaction was allowed to gradually warm to room temperature during 2 hours. The reaction was q... Reactants: C1C2=CC=CC=C2CO1 (phthalan), ON1C(C=2C(C1=O)=CC=CC2)=O (N-hydroxyphthalimide), C1C2=CC=CC=C2CO1 (phthalan). Solvent: C(C)#N (acetonitrile). Conditions: temperature 60 celsius, time 8 hour. Yields the product C(C=1C(C=O)=CC=CC1)=O (phthalaldehyde), NHPI. Yield: 3.0%. As a reaction SMILES: C1OCC2C1=CC=CC=2.ON1[C:15](=[O:16])[C:14]2=[CH:17][CH:18]=[CH:19][CH:20]=[C:13]2[C:12]1=[O:21]>C(#N)C>[CH:12](=[O:21])[C:13]1[C:14](=[CH:17][CH:18]=[CH:19][CH:20]=1)[CH:15]=[O:16]. Reported procedure: To a mixture of 10 mmol of phthalan (isocoumaran), 1 mmol of N-hydroxyphthalimide, and 5 ml of acetonitrile was introduced 10 mmol of nitrogenmonoxide, and the resultantmixture was stirred at 60° C. for 8 hours. Isolation of products in the reaction mixture by column chromatography on a silica gel revealed that phthalan was converted, at a rate of 15%, into phthalaldehyde (yield: 1%), 1-hydroxyphthalan (yield: 3%), NHPI adduct (yield: 3%), and an acetamide compound (yield: 3%).